This data is from the Open Reaction Database (ORD), a public repository of structured organic reaction records. The task is: describe an organic reaction: reactants, conditions, products, and yield The yield is 65.0%. Run in O(C)C1CCCC1. Conditions: temperature 75 celsius, time 16 hour. The product is O=C(OC(C)(C)C)N1C=C(B2OC(C)(C)C(O2)(C)C)C=3C=CC=CC31. Starting materials: O=C(OC(C)(C)C)N1C=CC=2C=CC=CC21. Reagents/catalysts: N=1C=CC=CC1N2B(NC=3C=CC=CC32)B4NC=5C=CC=CC5N4C6=NC=CC=C6, O1B(OC(C)(C)C1(C)C)B2OC(C)(C)C(O2)(C)C, C[OH2+].C[OH2+].C1CC=CCCC=C1.C1CC=CCCC=C1.[Ir].[Ir]. Reported procedure: The general procedure A was followed using tert-butyl 1H-indole-1-carboxylate (108.7 mg, 0.5 mmol.) and B2(pin)2 (101.6 mg, 0.4 mmol, 0.8 eq.) as starting material. The resulting mixture was allowed to stir 16 hours at 75 oC. 5z was obtained as white solid (111.5 mg, 65 %) after purification by silica gel flash chromatography (EtOAc/PE=1:30 v/v). m.p.: 163-165 oC. Starting materials: CN(C)S(=O)(=O)Cl, [H-], [Na+], C1CCOC1, CCOC(=O)c1c[nH]cn1. Yields the product CCOC(=O)c1cn(S(=O)(=O)N(C)C)cn1. RXN SMILES: [CH3:13][N:14]([S:15](=[O:16])(=[O:17])[Cl:18])[CH3:19].[H-:11].[Na+:12].[O:20]1[CH2:21][CH2:22][CH2:23][CH2:24]1.[nH:1]1[cH:2][n:3][c:4]([C:6](=[O:7])[O:8][CH2:9][CH3:10])[cH:5]1>>[n:1]1([S:15]([N:14]([CH3:13])[CH3:19])(=[O:16])=[O:17])[cH:2][n:3][c:4]([C:6](=[O:7])[O:8][CH2:9][CH3:10])[cH:5]1. Starting materials: CC1=CN=CC(=N1)C1=CC2=C(C=N1)C=NN2C2=CC=CC(=N2)N2CCN(CC2)C(=O)OC(C)(C)C (tert-butyl 4-[6-[6-(6-methylpyrazin-2-yl)pyrazolo[4,3-c]pyridin-1-yl]-2-pyridyl]piperazine-1-carboxylate), Cl (hydrogen chloride). The solvent is O1CCOCC1 (1,4-dioxane), O1CCOCC1 (1,4-dioxane). Product: CC1=CN=CC(=N1)C1=CC2=C(C=N1)C=NN2C2=NC(=CC=C2)N2CCNCC2 (6-(6-methylpyrazin-2-yl)-1-(6-(piperazin-1-yl)pyridin-2-yl)-1H-pyrazolo[4,3-c]pyridine). Isolated yield 55.0%. Reaction SMILES: [CH3:1][C:2]1[N:7]=[C:6]([C:8]2[N:13]=[CH:12][C:11]3[CH:14]=[N:15][N:16]([C:17]4[N:22]=[C:21]([N:23]5[CH2:28][CH2:27][N:26](C(OC(C)(C)C)=O)[CH2:25][CH2:24]5)[CH:20]=[CH:19][CH:18]=4)[C:10]=3[CH:9]=2)[CH:5]=[N:4][CH:3]=1.Cl>O1CCOCC1>[CH3:1][C:2]1[N:7]=[C:6]([C:8]2[N:13]=[CH:12][C:11]3[CH:14]=[N:15][N:16]([C:17]4[CH:18]=[CH:19][CH:20]=[C:21]([N:23]5[CH2:28][CH2:27][NH:26][CH2:25][CH2:24]5)[N:22]=4)[C:10]=3[CH:9]=2)[CH:5]=[N:4][CH:3]=1. Reported procedure: A solution of tert-butyl 4-[6-[6-(6-methylpyrazin-2-yl)pyrazolo[4,3-c]pyridin-1-yl]-2-pyridyl]piperazine-1-carboxylate (60 mg, 0.1270 mmol) in 1,4-dioxane; 1.0 mL and hydrogen chloride (4 mol/L) in 1,4-dioxane (2.0 mL, 8.0 mmol) was stirred at RT 18 h. The reaction was concentrated and submitted for reverse phase HPLC to give 123 (26 mg) in 32% yield. MS (ESI) m/z: 373.2. 1H NMR (400 MHz, DMSO) δ 9.59 (s, 1H), 9.46 (s, 1H), 9.31 (s, 1H), 8.66 (s, 1H), 8.62 (s, 1H), 7.77 (t, J=8.1 Hz, 1H), 7.27 (... The reactants are CC(CN)(CCC)N (rac-2-methylpentane-1,2-diamine), CN1CCOCC1 (4-methylmorpholine), CN(C)C(=[N+](C)C)ON1C2=C(C=CC=C2)N=N1.[B-](F)(F)(F)F (TBTU), CN1CCOCC1 (4-methylmorpholine), CC(CN)(CCC)N (rac-2-methylpentane-1,2-diamine), ClC=1C=C(C=2N(C1)C(=C(N2)C)C(=O)O)OCC2=C(C=CC=C2F)F (6-chloro-8-[(2,6-difluorobenzyl)oxy]-2-methylimidazo[1,2-a]pyridine-3-carboxylic acid). Solvent: O.C(=O)(C(F)(F)F)O (water TFA), CN(C)C=O (DMF). Reaction conditions: time 8 hour. The product is NC(CNC(=O)C1=C(N=C2N1C=C(C=C2OCC2=C(C=CC=C2F)F)Cl)C)(CCC)C (rac-N-(2-Amino-2-methylpentyl)-6-chloro-8-[(2,6-difluorobenzyl)oxy]-2-methylimidazo[1,2-a]-pyridine-3-carboxamide). Reaction SMILES: CN(C(ON1N=NC2C=CC=CC1=2)=[N+](C)C)C.[B-](F)(F)(F)F.CN1CCOCC1.[CH3:30][C:31]([NH2:37])([CH2:34][CH2:35][CH3:36])[CH2:32][NH2:33].[Cl:38][C:39]1[CH:40]=[C:41]([O:52][CH2:53][C:54]2[C:59]([F:60])=[CH:58][CH:57]=[CH:56][C:55]=2[F:61])[C:42]2[N:43]([C:45]([C:49](O)=[O:50])=[C:46]([CH3:48])[N:47]=2)[CH:44]=1>CN(C=O)C.O.C(O)(C(F)(F)F)=O>[NH2:37][C:31]([CH3:30])([CH2:34][CH2:35][CH3:36])[CH2:32][NH:33][C:49]([C:45]1[N:43]2[CH:44]=[C:39]([Cl:38])[CH:40]=[C:41]([O:52][CH2:53][C:54]3[C:55]([F:61])=[CH:56][CH:57]=[CH:58][C:59]=3[F:60])[C:42]2=[N:47][C:46]=1[CH3:48])=[O:50] |f:0.1,6.7|. Procedure: 191 mg (0.62 mmol) of TBTU and 0.25 ml (2.27 mmol) of 4-methylmorpholine and 72 mg (0.62 mmol) of rac-2-methylpentane-1,2-diamine were added to 200 mg (0.57 mmol) of 6-chloro-8-[(2,6-difluorobenzyl)oxy]-2-methylimidazo[1,2-a]pyridine-3-carboxylic acid Example 16A in DMF (2.0 ml), and the reaction mixture was stirred at RT overnight. 36 mg (0.31 mmol) of rac-2-methylpentane-1,2-diamine and 0.06 ml (0.57 mmol) of 4-methylmorpholine were then added, and stirring was continued at RT overnight. The m... The reactants are CCOC(=O)/N=N/C(=O)OCC (DEAD), OO (hydrogen peroxide), CCOCC (Ether), COC(=O)C1=CC=C(C=C1)C1=CC=C(C=C1)O (Methyl-4'-hydroxy-4-biphenylcarboxylate), alcohol, C1CCOC1 (THF). Conditions: temperature 25 celsius, time 8 hour. The product is COC(=O)C1=CC=C(C=C1)C1=CC=C(C=C1)OCCCCCCCC\C=C/CCCCCCCC (Methyl-4'-(cis-9-octadecenyloxy)-4-biphenylcarboxylate). Isolated yield 41.0%. As a reaction SMILES: CCOC(/N=N/C(O[CH2:11][CH3:12])=O)=O.[CH3:13][O:14][C:15]([C:17]1[CH:22]=[CH:21][C:20]([C:23]2[CH:28]=[CH:27][C:26]([OH:29])=[CH:25][CH:24]=2)=[CH:19][CH:18]=1)=[O:16].OO.CCO[CH2:35][CH3:36].[CH2:37]1[CH2:41]O[CH2:39][CH2:38]1>>[CH3:13][O:14][C:15]([C:17]1[CH:22]=[CH:21][C:20]([C:23]2[CH:28]=[CH:27][C:26]([O:29][CH2:39][CH2:38][CH2:37][CH2:41][CH2:21][CH2:22][CH2:17][CH2:18]/[CH:19]=[CH:20]\[CH2:23][CH2:24][CH2:25][CH2:26][CH2:35][CH2:36][CH2:11][CH3:12])=[CH:25][CH:24]=2)=[CH:19][CH:18]=1)=[O:16]. Procedure details: DEAD (676 mg, 3.88 mmol) was added via syringe with stirring and under argon, to a solution of ester 27 (590 mg, 2.59 mmol), alcohol 26b (707 mg, 2.64 mmol), and TPP (1.018 g, 3.88 mmol) in 8 ml dry THF. The reaction mixture was stirred overnight under argon at 25° C. and then treated with 30% hydrogen peroxide. Ether was added (approximately 20 ml) and the organic layer was separated, washed with brine, and dried over MgSO4. The crude product was adsorbed onto silica gel and purified via flash ... Starting materials: O=C([O-])[O-], CCI, CCOC(C)=O, [K+], [K+], Nc1c(C(=O)c2ccccc2O)oc2ccc(Cl)cc12, CN(C)C=O. The product is CCOc1ccccc1C(=O)c1oc2ccc(Cl)cc2c1N. As a reaction SMILES: [C:1](=[O:2])([O-:3])[O-:4].[CH2:27]([CH3:28])[I:29].[CH3:35][CH2:36][O:37][C:38](=[O:39])[CH3:40].[K+:5].[K+:6].[NH2:7][c:8]1[c:9]([C:18]([c:19]2[c:20]([OH:25])[cH:21][cH:22][cH:23][cH:24]2)=[O:26])[o:10][c:11]2[c:12]1[cH:13][c:14]([Cl:17])[cH:15][cH:16]2.[O:30]=[CH:31][N:32]([CH3:33])[CH3:34]>>[NH2:7][c:8]1[c:9]([C:18]([c:19]2[c:20]([O:25][CH2:27][CH3:28])[cH:21][cH:22][cH:23][cH:24]2)=[O:26])[o:10][c:11]2[c:12]1[cH:13][c:14]([Cl:17])[cH:15][cH:16]2. The reactants are C=CS(C)(=O)=O, CC(C)(O)Cn1cnc2c(Cl)nc3ccccc3c21, [H-], [Na+], C1CCOC1. Product: CC(C)(Cn1cnc2c(Cl)nc3ccccc3c21)OCCS(C)(=O)=O. As a reaction SMILES: [CH:22](=[CH2:23])[S:24](=[O:25])(=[O:26])[CH3:27].[Cl:3][c:4]1[n:5][c:6]2[cH:7][cH:8][cH:9][cH:10][c:11]2[c:12]2[c:13]1[n:14][cH:15][n:16]2[CH2:17][C:18]([CH3:19])([OH:20])[CH3:21].[H-:1].[Na+:2].[O:28]1[CH2:29][CH2:30][CH2:31][CH2:32]1>>[Cl:3][c:4]1[n:5][c:6]2[cH:7][cH:8][cH:9][cH:10][c:11]2[c:12]2[c:13]1[n:14][cH:15][n:16]2[CH2:17][C:18]([CH3:19])([O:20][CH2:23][CH2:22][S:24](=[O:25])(=[O:26])[CH3:27])[CH3:21]. Starting materials: CCc1nn2c(Br)cccc2c1[N+](=O)[O-], CCO, CC(=O)O, O, [Zn]. The product is CCc1nn2c(Br)cccc2c1N. RXN SMILES: [Br:1][c:2]1[cH:3][cH:4][cH:5][c:6]2[n:7]1[n:8][c:9]([CH2:14][CH3:15])[c:10]2[N+:11]([O-:12])=[O:13].[CH3:16][CH2:17][OH:18].[CH3:21][C:22](=[O:23])[OH:24].[OH2:19].[Zn:20]>>[Br:1][c:2]1[cH:3][cH:4][cH:5][c:6]2[n:7]1[n:8][c:9]([CH2:14][CH3:15])[c:10]2[NH2:11].